From a dataset of the Open Reaction Database (ORD), a public repository of structured organic reaction records. describe an organic reaction: reactants, conditions, products, and yield Reactants: ClCCl, CC(Oc1ncc(Oc2cc(F)c(C(=O)OC(C)(C)C)cc2Cl)cc1Cl)C(F)(F)F, O=C(O)C(F)(F)F. The product is CC(Oc1ncc(Oc2cc(F)c(C(=O)O)cc2Cl)cc1Cl)C(F)(F)F. As a reaction SMILES: [Cl:38][CH2:39][Cl:40].[Cl:8][c:9]1[c:10]([O:23][c:24]2[cH:25][n:26][c:27]([O:31][CH:32]([C:33]([F:34])([F:35])[F:36])[CH3:37])[c:28]([Cl:30])[cH:29]2)[cH:11][c:12]([F:22])[c:13]([C:14](=[O:15])[O:16][C:17]([CH3:18])([CH3:19])[CH3:20])[cH:21]1.[OH:1][C:2]([C:3]([F:4])([F:5])[F:6])=[O:7]>>[Cl:8][c:9]1[c:10]([O:23][c:24]2[cH:25][n:26][c:27]([O:31][CH:32]([C:33]([F:34])([F:35])[F:36])[CH3:37])[c:28]([Cl:30])[cH:29]2)[cH:11][c:12]([F:22])[c:13]([C:14](=[O:15])[OH:16])[cH:21]1. Starting materials: [CH2]C, C1CCOC1, CC(=O)O, CC(C)[N-]C(C)C, CCn1c(=O)ccc2cnc(F)cc21, [Li+], Nc1ccc(N2CCOCC2)cc1. The product is CCn1c(=O)ccc2cnc(Nc3ccc(N4CCOCC4)cc3)cc21. As a reaction SMILES: [CH2:15][CH3:16].[CH2:38]1[O:39][CH2:40][CH2:41][CH2:42]1.[CH3:43][C:44](=[O:45])[OH:46].[CH:30]([N-:31][CH:32]([CH3:33])[CH3:34])([CH3:35])[CH3:36].[F:1][c:2]1[n:3][cH:4][c:5]2[cH:6][cH:7][c:8](=[O:14])[n:9]([CH2:12][CH3:13])[c:10]2[cH:11]1.[Li+:37].[O:17]1[CH2:18][CH2:19][N:20]([c:23]2[cH:24][cH:25][c:26]([NH2:27])[cH:28][cH:29]2)[CH2:21][CH2:22]1>>[c:2]1([NH:27][c:26]2[cH:25][cH:24][c:23]([N:20]3[CH2:19][CH2:18][O:17][CH2:22][CH2:21]3)[cH:29][cH:28]2)[n:3][cH:4][c:5]2[cH:6][cH:7][c:8](=[O:14])[n:9]([CH2:12][CH3:13])[c:10]2[cH:11]1. As a reaction SMILES: [C:1]1([C:7]2[CH:8]=[C:9]([OH:13])[CH:10]=[CH:11][CH:12]=2)[CH:6]=[CH:5][CH:4]=[CH:3][CH:2]=1.Br[CH2:15][CH2:16][OH:17].C(=O)([O-])[O-].[K+].[K+]>CN(C)C=O>[C:1]1([C:7]2[CH:8]=[C:9]([CH:10]=[CH:11][CH:12]=2)[O:13][CH2:15][CH2:16][OH:17])[CH:2]=[CH:3][CH:4]=[CH:5][CH:6]=1 |f:2.3.4|. Run at temperature 100 celsius, time 5 hour. The reactants are C1(=CC=CC=C1)C=1C=C(C=CC1)O (3-phenylphenol), BrCCO (2-bromoethanol), C([O-])([O-])=O.[K+].[K+] (potassium carbonate). The product is C1(=CC=CC=C1)C=1C=C(OCCO)C=CC1 (2-(3-Phenylphenoxy)ethanol). The solvent is CN(C=O)C (N,N-dimethylformamide). Procedure details: In a nitrogen atmosphere, 3-phenylphenol 2.65 g, 2-bromoethanol 2.92 g and potassium carbonate 6.51 g were dissolved in N,N-dimethylformamide 16 ml and stirred at 100° C. After 5 hours, the reaction mixture was cooled to room temperature and partitioned by adding water and diethyl ether. The organic layer was washed with water and then with brine, dried over magnesium sulfate anhydride, and evaporated. The residue was purified by silica gel column chromatography (hexane/ethyl acetate system), wh... Starting materials: CO, CCOC(=O)CC(C)c1ccncc1, [Na+], [OH-], O. The product is CC(CC(=O)O)c1ccncc1. As a reaction SMILES: [CH3:17][OH:18].[CH3:3][CH:4]([CH2:5][C:6](=[O:7])[O:8][CH2:9][CH3:10])[c:11]1[cH:12][cH:13][n:14][cH:15][cH:16]1.[Na+:2].[OH-:1].[OH2:19]>>[CH3:3][CH:4]([CH2:5][C:6](=[O:7])[OH:8])[c:11]1[cH:12][cH:13][n:14][cH:15][cH:16]1.